From a dataset of the Open Reaction Database (ORD), a public repository of structured organic reaction records. describe an organic reaction: reactants, conditions, products, and yield Starting materials: ClCCCC(C1=CC=C(C=C1)F)C1=CC=C(C=C1)F (1-chloro-4,4-bis(4-fluorophenyl)-butane), BrC1=CC2=C(N(C(N2)=O)C2CCNCC2)C=C1 (5-bromo-1,3-dihydro-1-(4-piperidinyl)-2H-benzimidazol-2-one), C([O-])([O-])=O.[Na+].[Na+] (sodium carbonate), [I-].[K+] (potassium iodide). Solvent: CC(CC(C)=O)C (4-methyl-2-pentanone), O (water). The product is BrC1=CC2=C(N(C(N2)=O)C2CCN(CC2)CCCC(C2=CC=C(C=C2)F)C2=CC=C(C=C2)F)C=C1 (5-bromo-1-{1-[4,4-bis(4-fluorophenyl)butyl]-4-piperidinyl}-1,3-dihydro-2H-benzimidazol-2-one). As a reaction SMILES: Cl[CH2:2][CH2:3][CH2:4][CH:5]([C:13]1[CH:18]=[CH:17][C:16]([F:19])=[CH:15][CH:14]=1)[C:6]1[CH:11]=[CH:10][C:9]([F:12])=[CH:8][CH:7]=1.[Br:20][C:21]1[CH:36]=[CH:35][C:24]2[N:25]([CH:29]3[CH2:34][CH2:33][NH:32][CH2:31][CH2:30]3)[C:26](=[O:28])[NH:27][C:23]=2[CH:22]=1.C(=O)([O-])[O-].[Na+].[Na+].[I-].[K+]>O.CC(C)CC(=O)C>[Br:20][C:21]1[CH:36]=[CH:35][C:24]2[N:25]([CH:29]3[CH2:30][CH2:31][N:32]([CH2:2][CH2:3][CH2:4][CH:5]([C:13]4[CH:18]=[CH:17][C:16]([F:19])=[CH:15][CH:14]=4)[C:6]4[CH:11]=[CH:10][C:9]([F:12])=[CH:8][CH:7]=4)[CH2:33][CH2:34]3)[C:26](=[O:28])[NH:27][C:23]=2[CH:22]=1 |f:2.3.4,5.6|. Procedure details: A mixture of 7 parts of 1-chloro-4,4-bis(4-fluorophenyl)-butane, 5.9 parts of 5-bromo-1,3-dihydro-1-(4-piperidinyl)-2H-benzimidazol-2-one, 6.4 parts of sodium carbonate, 0.2 parts of potassium iodide and 200 parts of 4-methyl-2-pentanone is stirred and refluxed overnight. The reaction mixture is cooled, water is added and the layers are separated. The organic phase is dried, filtered and evaporated. The residue is crystallized twice: first from a mixture of 2-propanol and 2,2'-oxybispropane and ... The reactants are C(C)(C)(C)OC(=O)N[C@@H](CCC(=O)OC)CO[Si](C)(C)C(C)(C)C ((S)-methyl 4-(tert-butoxycarbonylamino)-5-(tert-butyldimethylsilyloxy)pentanoate), [Li+].[BH4-] (LiBH4). The solvent is C1CCOC1 (THF), CO (MeOH). Run at time 2 hour. The product is [Si](C)(C)(C(C)(C)C)OC[C@H](CCCO)NC(OC(C)(C)C)=O ((S)-tert-butyl 1-(tert-butyldimethylsilyloxy)-5-hydroxypentan-2-ylcarbamate). Isolated yield 106.7%. As a reaction SMILES: [C:1]([O:5][C:6]([NH:8][C@H:9]([CH2:16][O:17][Si:18]([C:21]([CH3:24])([CH3:23])[CH3:22])([CH3:20])[CH3:19])[CH2:10][CH2:11][C:12](OC)=[O:13])=[O:7])([CH3:4])([CH3:3])[CH3:2].[Li+].[BH4-]>C1COCC1.CO>[Si:18]([O:17][CH2:16][C@@H:9]([NH:8][C:6](=[O:7])[O:5][C:1]([CH3:4])([CH3:3])[CH3:2])[CH2:10][CH2:11][CH2:12][OH:13])([C:21]([CH3:23])([CH3:24])[CH3:22])([CH3:20])[CH3:19] |f:1.2|. Reported procedure: To a solution of (S)-methyl 4-(tert-butoxycarbonylamino)-5-(tert-butyldimethylsilyloxy)pentanoate (40 g, 0.111 mol) in THF (100 mL) and MeOH (5.0 mL) was added LiBH4 (2M in THF, 56.0 mL, 0.112 mol) at 0° C. The reaction mixture was stirred at RT for 2 h. The reaction mixture was cooled to 0° C. and slowly quenched with saturated NaHCO3 solution. The resulting mixture was stirred RT overnight and filtered. The solid was washed with EtOAc. The combined filtrate was diluted with an additional EtOAc... Reactants: CCO, O=C(c1ccc(Cl)cc1)c1ccc(CBr)cc1, [N-]=[N+]=[N-], [Na+]. The product is [N-]=[N+]=NCc1ccc(C(=O)c2ccc(Cl)cc2)cc1. Reaction SMILES: [CH3:22][CH2:23][OH:24].[Cl:1][c:2]1[cH:3][cH:4][c:5]([C:6](=[O:7])[c:8]2[cH:9][cH:10][c:11]([CH2:12][Br:13])[cH:14][cH:15]2)[cH:16][cH:17]1.[N-:19]=[N+:20]=[N-:21].[Na+:18]>>[Cl:1][c:2]1[cH:3][cH:4][c:5]([C:6](=[O:7])[c:8]2[cH:9][cH:10][c:11]([CH2:12][N:19]=[N+:20]=[N-:21])[cH:14][cH:15]2)[cH:16][cH:17]1. Starting materials: O=C([O-])[O-], Cc1cc(Cl)c2ccccc2n1, [K+], [K+], NCC(O)CO, O. Product: Cc1cc(NCC(O)CO)c2ccccc2n1. RXN SMILES: [C:19](=[O:20])([O-:21])[O-:22].[Cl:1][c:2]1[cH:3][c:4]([CH3:12])[n:5][c:6]2[cH:7][cH:8][cH:9][cH:10][c:11]12.[K+:23].[K+:24].[NH2:13][CH2:14][CH:15]([CH2:16][OH:17])[OH:18].[OH2:25]>>[c:2]1([NH:13][CH2:14][CH:15]([CH2:16][OH:17])[OH:18])[cH:3][c:4]([CH3:12])[n:5][c:6]2[cH:7][cH:8][cH:9][cH:10][c:11]12. Starting materials: Cl (hydrochloric acid), solution, Cl (hydrochloric acid), O1CCOC12CCN(CC2)C(=O)N2CC(CC(C2)C2=CC=C(C=C2)C(F)(F)F)NC(OC(C)(C)C)=O (tert-Butyl {1-(1,4-dioxa-8-azaspiro[4.5]dec-8-ylcarbonyl)-5-[4-(trifluoromethyl)phenyl]piperidin-3-yl}carbamate). Solvent: O1CCOCC1 (dioxane), O1CCOCC1 (dioxane). Reaction conditions: time 1 hour. The product is Cl.NC1CN(CC(C1)C1=CC=C(C=C1)C(F)(F)F)C(=O)N1CCC2(OCCO2)CC1 ({3-Amino-5-[4-(trifluoromethyl)phenyl]piperidin-1-yl}(1,4-dioxa-8-azaspiro[4.5]dec-8-yl)methanone hydrochloride). RXN SMILES: [ClH:1].[O:2]1[C:6]2([CH2:11][CH2:10][N:9]([C:12]([N:14]3[CH2:19][CH:18]([C:20]4[CH:25]=[CH:24][C:23]([C:26]([F:29])([F:28])[F:27])=[CH:22][CH:21]=4)[CH2:17][CH:16]([NH:30]C(=O)OC(C)(C)C)[CH2:15]3)=[O:13])[CH2:8][CH2:7]2)[O:5][CH2:4][CH2:3]1>O1CCOCC1>[ClH:1].[NH2:30][CH:16]1[CH2:17][CH:18]([C:20]2[CH:25]=[CH:24][C:23]([C:26]([F:28])([F:29])[F:27])=[CH:22][CH:21]=2)[CH2:19][N:14]([C:12]([N:9]2[CH2:8][CH2:7][C:6]3([O:2][CH2:3][CH2:4][O:5]3)[CH2:11][CH2:10]2)=[O:13])[CH2:15]1 |f:3.4|. Procedure details: 37 ml of a 4 N solution of hydrochloric acid in dioxane were added to the carbamate from Example 61A (5.30 g, 7.33 mmol), and the mixture was then stirred at RT for 1 h. Another 37 ml of a 4 N hydrochloric acid solution in dioxane were added, and the mixture was stirred at 60° C. for 3 h. The reaction solution was concentrated under reduced pressure and the residue was taken up in 1 N aqueous hydrogen chloride solution. After washing of the aqueous phase with diethyl ether, the aqueous phase was... The reactants are NCC=1C=C(C=CC1)C1C(C(N1C1=CC=C(C=C1)F)=O)CCC(O)C1=CC=C(C=C1)F (4-(3-Aminomethylphenyl)-1-(4-fluorophenyl)-3-[3-(4-fluorophenyl)-3-hydroxypropyl]-azetidin-2-one), OC(C(COCCOCCNC(=O)COCCOCC(=O)O)=O)C(C(C(CO)O)O)O ([2-({2-[2-(3,4,5,6,7-Pentahydroxy-2-oxoheptyloxy)ethoxy]ethylcarbamoyl}methoxy)-ethoxy]acetic acid), C(C)(C)N=C=NC(C)C (diisopropylcarbodiimide), OC1=CC=CC=2NN=NC21 (hydroxybenzotriazole). Solvent: CN(C=O)C (dimethylformamide). Product: FC1=CC=C(C=C1)N1C(C(C1=O)CCC(O)C1=CC=C(C=C1)F)C=1C=C(CNC(COCCOCC(NCCOCCOCC(C(C(C(C(CO)O)O)O)O)=O)=O)=O)C=CC1 (N-(3-{1-(4-Fluorophenyl)-3-[3-(4-fluorophenyl)-3-hydroxypropyl]-4-oxoazetidin-2-yl}-benzyl)-2-[2-({2-[2-(3,4,5,6,7-pentahydroxy-2-oxoheptyloxy)ethoxy]ethylcarbamoyl}-methoxy)ethoxy]acetamide). Reaction SMILES: [NH2:1][CH2:2][C:3]1[CH:4]=[C:5]([CH:9]2[N:12]([C:13]3[CH:18]=[CH:17][C:16]([F:19])=[CH:15][CH:14]=3)[C:11](=[O:20])[CH:10]2[CH2:21][CH2:22][CH:23]([C:25]2[CH:30]=[CH:29][C:28]([F:31])=[CH:27][CH:26]=2)[OH:24])[CH:6]=[CH:7][CH:8]=1.[OH:32][CH:33]([CH:55]([OH:62])[CH:56]([OH:61])[CH:57]([OH:60])[CH2:58][OH:59])[C:34](=[O:54])[CH2:35][O:36][CH2:37][CH2:38][O:39][CH2:40][CH2:41][NH:42][C:43]([CH2:45][O:46][CH2:47][CH2:48][O:49][CH2:50][C:51](O)=[O:52])=[O:44].C(N=C=NC(C)C)(C)C.OC1C2N=NNC=2C=CC=1>CN(C)C=O>[F:19][C:16]1[CH:15]=[CH:14][C:13]([N:12]2[C:11](=[O:20])[CH:10]([CH2:21][CH2:22][CH:23]([C:25]3[CH:26]=[CH:27][C:28]([F:31])=[CH:29][CH:30]=3)[OH:24])[CH:9]2[C:5]2[CH:4]=[C:3]([CH:8]=[CH:7][CH:6]=2)[CH2:2][NH:1][C:51](=[O:52])[CH2:50][O:49][CH2:48][CH2:47][O:46][CH2:45][C:43](=[O:44])[NH:42][CH2:41][CH2:40][O:39][CH2:38][CH2:37][O:36][CH2:35][C:34](=[O:54])[CH:33]([OH:32])[CH:55]([OH:62])[CH:56]([OH:61])[CH:57]([OH:60])[CH2:58][OH:59])=[CH:18][CH:17]=1. Reported procedure: 31 is prepared similarly to 18 starting from 68 mg of 4-(3-aminomethylphenyl)-1-(4-fluorophenyl)-3-[3-(4-fluorophenyl)-3-hydroxypropyl]azetidin-2-one (15), 76 mg of [2-({2-[2-(3,4,5,6,7-pentahydroxy-2-oxoheptyloxy)ethoxy]ethylcarbamoyl}methoxy)-ethoxy]acetic acid (27), 62 μl of diisopropylcarbodiimide and 44 mg of hydroxybenzotriazole in 2 ml of dimethylformamide. This gives 31: C43H55F2N3O14 (875.93) MS (ESI) 876 (M+H) Reactants: C1(=NC=CC2=CC=CC=C12)C(=O)NC1CC=CCC2N(C1=O)C(CC2)C(=O)O (6-[(Isoquinoline-1-carbonyl)-amino]-5-oxo-1,2,3,5,6,7,10,10a-octahydro-pyrrolo[1,2-a]azocine-3-carboxylic acid), OC1=CC=CC=2NN=NC21 (hydroxybenztriazole), Cl.CN(CCCN=C=NCC)C (1-(3-dimethylaminopropyl)-3-ethyl carbodiimide hydrochloride), C(=O)=O (CO2), C(C=C)OC(=O)NC1CC(OC1OCC)=O (N-allyloxycarbonyl-4-amino-5-ethoxy-2-oxotetrahydrofuran), N, N-dimethylbarbituric acid, tetrakispalladium(0)triphenyl phosphine. Solvent: O (water), ClCCl (dichloromethane). Reaction conditions: time 15 minute. Yields the product C(C)OC1OC(CC1NC(=O)[C@@H]1CC[C@@H]2N1C([C@H](CC=CC2)NC(=O)C2=NC=CC1=CC=CC=C21)=O)=O ((3S,6S,10aS)-6-[(isoquinoline-1-carbonyl)-amino]-5-oxo-1,2,3,5,6,7,10,10a-octahydro-pyrrolo[1,2-a]azocine-3-carboxylic acid (2-ethoxy-5-oxo-tetrahydro-furan-3-yl)-amide). The yield is 89.0%. RXN SMILES: C(O[C:5]([NH:7][CH:8]1[CH:12]([O:13][CH2:14][CH3:15])[O:11][C:10](=[O:16])[CH2:9]1)=[O:6])C=C.C(=O)=O.[C:20]1([C:30]([NH:32][CH:33]2[C:40](=[O:41])[N:39]3[CH:42](C(O)=O)[CH2:43][CH2:44][CH:38]3[CH2:37][CH:36]=[CH:35][CH2:34]2)=[O:31])[C:29]2[C:24](=[CH:25][CH:26]=[CH:27][CH:28]=2)[CH:23]=[CH:22][N:21]=1.OC1C2N=NNC=2C=CC=1.Cl.CN(C)CCCN=C=NCC>ClCCl.O>[CH2:14]([O:13][CH:12]1[CH:8]([NH:7][C:5]([C@H:42]2[N:39]3[C:40](=[O:41])[C@@H:33]([NH:32][C:30]([C:20]4[C:29]5[C:24](=[CH:25][CH:26]=[CH:27][CH:28]=5)[CH:23]=[CH:22][N:21]=4)=[O:31])[CH2:34][CH:35]=[CH:36][CH2:37][C@@H:38]3[CH2:44][CH2:43]2)=[O:6])[CH2:9][C:10](=[O:16])[O:11]1)[CH3:15] |f:4.5|. Procedure details: To a solution of N-allyloxycarbonyl-4-amino-5-ethoxy-2-oxotetrahydrofuran (1.83 g, 8.0 mmol) in dichloromethane (30 mL) is added N, N-dimethylbarbituric acid (2.98 g, 47.8 mmol) and tetrakispalladium(0)triphenyl phosphine (0.85 g, 1.9 mmol). The resulting mixture immediately produces CO2 and is allowed to stir at room temperature for 15 minutes after gas evolution has ceased. To this mixture is added 6-[(Isoquinoline-1-carbonyl)-amino]-5-oxo-1,2,3,5,6,7,10,10a-octahydro-pyrrolo[1,2-a]azocine-3-c...